Task: describe an organic reaction: reactants, conditions, products, and yield. Dataset: the Open Reaction Database (ORD), a public repository of structured organic reaction records Starting materials: Cc1cc(O)c(C)c(C)c1Br, CC(C)c1ccc(C(=O)CBr)cc1, CCOC(C)=O, Cc1cc(C)c(C)c(O)c1, CCCCCC. Yields the product Cc1cc(OCC(=O)c2ccc(C(C)C)cc2)c(C)c(C)c1Br. As a reaction SMILES: [Br:11][c:12]1[c:13]([CH3:21])[c:14]([CH3:20])[c:15]([OH:19])[cH:16][c:17]1[CH3:18].[Br:22][CH2:23][C:24](=[O:25])[c:26]1[cH:27][cH:28][c:29]([CH:32]([CH3:33])[CH3:34])[cH:30][cH:31]1.[C:41]([O:42][CH2:43][CH3:44])(=[O:45])[CH3:46].[CH3:1][c:2]1[cH:3][c:4]([OH:5])[c:6]([CH3:7])[c:8]([CH3:9])[cH:10]1.[CH3:35][CH2:36][CH2:37][CH2:38][CH2:39][CH3:40]>>[Br:11][c:12]1[c:13]([CH3:21])[c:14]([CH3:20])[c:15]([O:19][CH2:23][C:24](=[O:25])[c:26]2[cH:27][cH:28][c:29]([CH:32]([CH3:33])[CH3:34])[cH:30][cH:31]2)[cH:16][c:17]1[CH3:18]. Starting materials: [N+](=O)([O-])C=1C=C(CN)C=CC1 (3-nitrobenzylamine), ClC=1C2=C(N=C(N1)C1=CC=NC=C1)SC(=C2)C (4-chloro-2-(pyridin-4-yl)-6-methyl-thieno-[2,3-d]-pyrimidine). Yields the product N1=CC=C(C=C1)C=1N=C(C2=C(N1)SC(=C2)C)NCC2=CC(=CC=C2)[N+](=O)[O-] (2-(pyridin-4-yl)-4-(3-nitrobenzylamino)-6-methyl-thieno-[2,3-d]-pyrimidine). As a reaction SMILES: [N+:1]([C:4]1[CH:5]=[C:6]([CH:9]=[CH:10][CH:11]=1)[CH2:7][NH2:8])([O-:3])=[O:2].Cl[C:13]1[C:14]2[CH:27]=[C:26]([CH3:28])[S:25][C:15]=2[N:16]=[C:17]([C:19]2[CH:24]=[CH:23][N:22]=[CH:21][CH:20]=2)[N:18]=1>>[N:22]1[CH:21]=[CH:20][C:19]([C:17]2[N:18]=[C:13]([NH:8][CH2:7][C:6]3[CH:9]=[CH:10][CH:11]=[C:4]([N+:1]([O-:3])=[O:2])[CH:5]=3)[C:14]3[CH:27]=[C:26]([CH3:28])[S:25][C:15]=3[N:16]=2)=[CH:24][CH:23]=1. Reported procedure: With the procedure of Example 1, the reaction of 3-nitrobenzylamine with 4-chloro-2-(pyridin-4-yl)-6-methyl-thieno-[2,3-d]-pyrimidine yields 2-(pyridin-4-yl)-4-(3-nitrobenzylamino)-6-methyl-thieno-[2,3-d]-pyrimidine. Starting materials: CCOC(CN(C(=O)OCc1ccccc1)c1ccc(C)cc1)OCC, CCCCO, Cl, O, NCCc1ccc(O)c(O)c1. Product: Cc1ccc(N(CC2NCCc3cc(O)c(O)cc32)C(=O)OCc2ccccc2)cc1, Cl. Reaction SMILES: [CH2:1]([O:2][CH:4]([O:3][CH2:24][CH3:25])[CH2:5][N:6]([c:7]1[cH:8][cH:9][c:10]([CH3:13])[cH:11][cH:12]1)[C:14](=[O:15])[O:16][CH2:17][c:18]1[cH:19][cH:20][cH:21][cH:22][cH:23]1)[CH3:26].[CH2:39]([OH:40])[CH2:41][CH2:42][CH3:43].[ClH:27].[OH2:44].[OH:28][c:29]1[cH:30][c:31]([CH2:32][CH2:33][NH2:34])[cH:35][cH:36][c:37]1[OH:38]>>[CH:4]1([CH2:5][N:6]([c:7]2[cH:8][cH:9][c:10]([CH3:13])[cH:11][cH:12]2)[C:14](=[O:15])[O:16][CH2:17][c:18]2[cH:19][cH:20][cH:21][cH:22][cH:23]2)[NH:34][CH2:33][CH2:32][c:31]2[cH:30][c:29]([OH:28])[c:37]([OH:38])[cH:36][c:35]21.[ClH:27]. Yield: 80.0%. Product: ClC=1C(=C(C(=O)O)C=CN1)Cl (2,3-Dichloro-isonicotinic acid). The solvent is O (water), C1CCOC1 (THF). Reaction SMILES: C(NC(C)C)(C)C.[Li]CCCC.[Cl:13][C:14]1[C:19]([Cl:20])=[CH:18][CH:17]=[CH:16][N:15]=1.[C:21](=[O:23])=[O:22]>C1COCC1.O>[Cl:13][C:14]1[C:19]([Cl:20])=[C:18]([CH:17]=[CH:16][N:15]=1)[C:21]([OH:23])=[O:22]. The reactants are C(C)(C)NC(C)C (diisopropylamine), solution, [Li]CCCC (nBuLi), hexanes, ClC1=NC=CC=C1Cl (2,3-dichloropyridine), C(=O)=O (carbon dioxide). Procedure details: To a solution of diisopropylamine (7.0 mL, 50 mmol) in anhydrous THF (100 mL) at −25° C. was added a 1.6M solution of nBuLi in hexanes (31 mL, 50 mmol) dropwise under an inert atmosphere. The reaction mixture was then cooled to −78° C. and 2,3-dichloropyridine was added. The reaction mixture was stirred at −78° C. for 3 hours, then poured onto solid carbon dioxide and aged for 18 hours at room temperature. The mixture was diluted with water (100 mL) and washed with diethyl ether (3×40 mL) then c... Run at temperature -78 celsius, time 3 hour.